This data is from the Open Reaction Database (ORD), a public repository of structured organic reaction records. The task is: describe an organic reaction: reactants, conditions, products, and yield The reactants are CCc1ccc(-c2c(-c3ccccc3)oc3ncnc(OC(C)CN(C)CCCC(=O)OC)c23)cc1, Cl, [Na+], C1COCCO1, [OH-]. Product: CCc1ccc(-c2c(-c3ccccc3)oc3ncnc(OC(C)CN(C)CCCC(=O)O)c23)cc1. As a reaction SMILES: [CH3:3][O:4][C:5]([CH2:6][CH2:7][CH2:8][N:9]([CH3:10])[CH2:11][CH:12]([CH3:13])[O:14][c:15]1[c:16]2[c:17]([n:18][cH:19][n:20]1)[o:21][c:22](-[c:32]1[cH:33][cH:34][cH:35][cH:36][cH:37]1)[c:23]2-[c:24]1[cH:25][cH:26][c:27]([CH2:30][CH3:31])[cH:28][cH:29]1)=[O:38].[ClH:39].[Na+:2].[O:40]1[CH2:41][CH2:42][O:43][CH2:44][CH2:45]1.[OH-:1]>>[O:4]=[C:5]([CH2:6][CH2:7][CH2:8][N:9]([CH3:10])[CH2:11][CH:12]([CH3:13])[O:14][c:15]1[c:16]2[c:17]([n:18][cH:19][n:20]1)[o:21][c:22](-[c:32]1[cH:33][cH:34][cH:35][cH:36][cH:37]1)[c:23]2-[c:24]1[cH:25][cH:26][c:27]([CH2:30][CH3:31])[cH:28][cH:29]1)[OH:38]. Starting materials: C(=O)([O-])[O-].[Cs+].[Cs+] (Cs2CO3), CC1=NOC(=C1C=1C=C(C2=C(NC(N2)=O)C1)B1OC(C(O1)(C)C)(C)C)C (6-(3,5-dimethylisoxazol-4-yl)-4-(4,4,5,5-tetramethyl-1,3,2-dioxaborolan-2-yl)-1H-benzo[d]imidazol-2(3H)-one), BrC=1C=C(C=NC1C1CC1)N (5-bromo-6-cyclopropylpyridin-3-amine), COCCOC (1,2-dimethoxyethane). The solvent is O (water). Run at temperature 130 celsius. Yields the product NC=1C=C(C(=NC1)C1CC1)C1=CC(=CC=2NC(NC21)=O)C=2C(=NOC2C)C (4-(5-amino-2-cyclopropylpyridin-3-yl)-6-(3,5-dimethylisoxazol-4-yl)-1H-benzo[d]imidazol-2(3H)-one). Yield: 85.0%. RXN SMILES: [CH3:1][C:2]1[C:6]([C:7]2[CH:8]=[C:9](B3OC(C)(C)C(C)(C)O3)[C:10]3[NH:14][C:13](=[O:15])[NH:12][C:11]=3[CH:16]=2)=[C:5]([CH3:26])[O:4][N:3]=1.Br[C:28]1[CH:29]=[C:30]([NH2:37])[CH:31]=[N:32][C:33]=1[CH:34]1[CH2:36][CH2:35]1.COCCOC.C([O-])([O-])=O.[Cs+].[Cs+]>O>[NH2:37][C:30]1[CH:29]=[C:28]([C:9]2[C:10]3[NH:14][C:13](=[O:15])[NH:12][C:11]=3[CH:16]=[C:7]([C:6]3[C:2]([CH3:1])=[N:3][O:4][C:5]=3[CH3:26])[CH:8]=2)[C:33]([CH:34]2[CH2:36][CH2:35]2)=[N:32][CH:31]=1 |f:3.4.5|. Procedure details: 6-(3,5-dimethylisoxazol-4-yl)-4-(4,4,5,5-tetramethyl-1,3,2-dioxaborolan-2-yl)-1H-benzo[d]imidazol-2(3H)-one (150 mg, 0.42 mmol) and 5-bromo-6-cyclopropylpyridin-3-amine (180 mg, 0.84 mmol) were added to a solvent mixture of 1,2-dimethoxyethane (2 mL) and water (1 mL). To the mixture were added PEPPSI-Ipr (29 mg, 0.03 mmol) and Cs2CO3 (413 mg, 1 mmol). The reaction mixture was heated at 130° C. in microwave reactor for 30 mins. The reaction mixture was then filtered and organic solvent was evapor... Product: ClC(=O)OC(C)C1=CC=C(C=C1)Cl (1-(4-Chlorophenyl)ethyl Chloroformate). Reported procedure: Prepared according to the procedure described in Example 56, Step 1, using the following starting materials: 1-(4-chlorophenyl)ethanol and phosgene (20% in toluene). RXN SMILES: [Cl:1][C:2]1[CH:7]=[CH:6][C:5]([CH:8]([OH:10])[CH3:9])=[CH:4][CH:3]=1.[C:11](Cl)([Cl:13])=[O:12]>>[Cl:13][C:11]([O:10][CH:8]([C:5]1[CH:6]=[CH:7][C:2]([Cl:1])=[CH:3][CH:4]=1)[CH3:9])=[O:12]. Reactants: ClC1=CC=C(C=C1)C(C)O (1-(4-chlorophenyl)ethanol), C(=O)(Cl)Cl (phosgene). Starting materials: CCOC(C)O, COc1cc2c(Cl)c(C#N)cnc2c(OC)c1OC, Cl, Nc1ccc2cn[nH]c2c1, [Na+], [Na+], O=C([O-])[O-], O, c1ccncc1. Yields the product COc1cc2c(Nc3ccc4cn[nH]c4c3)c(C#N)cnc2c(OC)c1OC. Reaction SMILES: [CH2:37]([O:38][CH:39]([OH:40])[CH3:41])[CH3:42].[Cl:1][c:2]1[c:3]([C:18]#[N:19])[cH:4][n:5][c:6]2[c:7]([O:16][CH3:17])[c:8]([O:14][CH3:15])[c:9]([O:12][CH3:13])[cH:10][c:11]12.[ClH:30].[NH2:20][c:21]1[cH:22][cH:23][c:24]2[cH:25][n:26][nH:27][c:28]2[cH:29]1.[Na+:43].[Na+:44].[O-:45][C:46](=[O:47])[O-:48].[OH2:49].[n:31]1[cH:32][cH:33][cH:34][cH:35][cH:36]1>>[c:2]1([NH:20][c:21]2[cH:22][cH:23][c:24]3[cH:25][n:26][nH:27][c:28]3[cH:29]2)[c:3]([C:18]#[N:19])[cH:4][n:5][c:6]2[c:7]([O:16][CH3:17])[c:8]([O:14][CH3:15])[c:9]([O:12][CH3:13])[cH:10][c:11]12.